From a dataset of the Open Reaction Database (ORD), a public repository of structured organic reaction records. describe an organic reaction: reactants, conditions, products, and yield Reactants: OC1=NOC(=C1C(C)C)C1=CC=C(C=C1)C (3-Hydroxy-4-isopropyl-5-(4-methylphenyl)isoxazole), C(C)(C)(C)OC(=O)NCCO (2-(N-tert-butoxycarbonylamino)ethanol), Example 1 ( a ). Yields the product C(C)(C)(C)OC(=O)NCCOC1=NOC(=C1C(C)C)C1=CC=C(C=C1)C (3-(2-(N-tert-Butoxycarbonylamino)ethoxy)-4-isopropyl-5-(4-methylphenyl)isoxazole). The yield is 81.4%. Reaction SMILES: [OH:1][C:2]1[C:6]([CH:7]([CH3:9])[CH3:8])=[C:5]([C:10]2[CH:15]=[CH:14][C:13]([CH3:16])=[CH:12][CH:11]=2)[O:4][N:3]=1.[C:17]([O:21][C:22]([NH:24][CH2:25][CH2:26]O)=[O:23])([CH3:20])([CH3:19])[CH3:18]>>[C:17]([O:21][C:22]([NH:24][CH2:25][CH2:26][O:1][C:2]1[C:6]([CH:7]([CH3:9])[CH3:8])=[C:5]([C:10]2[CH:11]=[CH:12][C:13]([CH3:16])=[CH:14][CH:15]=2)[O:4][N:3]=1)=[O:23])([CH3:20])([CH3:19])[CH3:18]. Procedure details: 3-Hydroxy-4-isopropyl-5-(4-methylphenyl)isoxazole (0.2 g) and 2-(N-tert-butoxycarbonylamino)ethanol (0.16 g) were subjected to reaction and post-treatment in a similar manner to that described in Example 1 (a) to obtain the title compound (0.27 g, 82%) as a colorless powder.